From a dataset of the Open Reaction Database (ORD), a public repository of structured organic reaction records. describe an organic reaction: reactants, conditions, products, and yield The reactants are O1CCN(CC1)CCOC1=CC=C(C=C1)C=1C=CC(=NC1)CC(=O)NCC1=CC=CC=C1 (2-(5-(4-(2-morpholinoethoxy)phenyl)pyridin-2-yl)-N-benzylacetamide), BrC1=CC=C(OCCN2CCOCC2)C=C1 (4-(2-(4-bromophenoxy)ethyl)morpholine), B(C1=CN=C(C=C1)F)(O)O (6-fluoropyridin-3-yl-3-boronic acid). Product: FC1=CC=C(C=N1)C1=CC=C(OCCN2CCOCC2)C=C1 (4-(2-(4-(6-fluoropyridin-3-yl)phenoxy)ethyl)morpholine). Reaction SMILES: [O:1]1[CH2:6][CH2:5][N:4]([CH2:7][CH2:8][O:9][C:10]2[CH:15]=[CH:14][C:13]([C:16]3[CH:17]=[CH:18][C:19](CC(NCC4C=CC=CC=4)=O)=[N:20][CH:21]=3)=[CH:12][CH:11]=2)[CH2:3][CH2:2]1.BrC1C=CC(OCCN2CCOCC2)=CC=1.B(O)(O)C1C=CC([F:56])=NC=1>>[F:56][C:19]1[N:20]=[CH:21][C:16]([C:13]2[CH:14]=[CH:15][C:10]([O:9][CH2:8][CH2:7][N:4]3[CH2:5][CH2:6][O:1][CH2:2][CH2:3]3)=[CH:11][CH:12]=2)=[CH:17][CH:18]=1. Procedure: In another aspect, the invention relates to the process for preparing 2-(5-(4-(2-morpholinoethoxy)phenyl)pyridin-2-yl)-N-benzylacetamide comprising the steps of coupling 4-(2-(4-bromophenoxy)ethyl)morpholine with 6-fluoropyridin-3-yl-3-boronic acid to yield 4-(2-(4-(6-fluoropyridin-3-yl)phenoxy)ethyl)morpholine; reacting 4-(2-(4-(6-fluoropyridin-3-yl)phenoxy)ethyl)morpholine with acetonitrile to yield 2-(5-(4-(2-morpholinoethoxy)phenyl)pyridin-2-yl)acetonitrile; converting 2-(5-(4-(2-morpholinoe... The reactants are CC1=NC=2N(C(=C1)C)N=C(N2)S(=O)(=O)Cl (5,7-dimethyl-1,2,4-triazolo[1,5-a]pyrimidine-2-sulfonyl chloride), CC1=C(N)C(=CC=C1)C (2,6-dimethylaniline), N1=CC=CC=C1 (pyridine). Reagents/catalysts: CN(C)C=1C=CN=CC1 (DMAP). Solvent: C(Cl)Cl (CH2Cl2). The product is CC1=NC=2N(C(=C1)C)N=C(N2)S(=O)(=O)NC2=C(C=CC=C2C)C (5,7-dimethyl-N-(2,6-dimethylphenyl)-1,2,4-triazolo[1,5-a]pyrimidine-2-sulfonamide). Yield: 97.7%. Reaction SMILES: [CH3:1][C:2]1[CH:7]=[C:6]([CH3:8])[N:5]2[N:9]=[C:10]([S:12](Cl)(=[O:14])=[O:13])[N:11]=[C:4]2[N:3]=1.[CH3:16][C:17]1[CH:23]=[CH:22][CH:21]=[C:20]([CH3:24])[C:18]=1[NH2:19].N1C=CC=CC=1>CN(C1C=CN=CC=1)C.C(Cl)Cl>[CH3:1][C:2]1[CH:7]=[C:6]([CH3:8])[N:5]2[N:9]=[C:10]([S:12]([NH:19][C:18]3[C:20]([CH3:24])=[CH:21][CH:22]=[CH:23][C:17]=3[CH3:16])(=[O:14])=[O:13])[N:11]=[C:4]2[N:3]=1. Procedure details: A solution of 2.2 g (8.9 mmol) of 5,7-dimethyl-1,2,4-triazolo[1,5-a]pyrimidine-2-sulfonyl chloride, 1.01 ml (8.4 mmol) of 2,6-dimethylaniline, 0.7 ml (8.4 mmol) of dry pyridine and 4 mg of DMAP in 20 ml of CH2Cl2 was stirred at room temperature for 17 hours. The solvent was removed by evaporation and the residue was taken up in 0.5M NaOH. The solution was extracted with diethyl ether and the aqueous phase was acidified with 3N HCl to precipitate a solid. The solid was collected by filtration and...